Dataset: the Open Reaction Database (ORD), a public repository of structured organic reaction records. Task: describe an organic reaction: reactants, conditions, products, and yield The reactants are [Li+].[OH-] (LiOH), BrC1=CC=C(C=C1)C1=C(C=C2C(=N1)N=C(N2COCC[Si](C)(C)C)O[C@@H]2CO[C@H]1[C@@H]2OC[C@H]1O)Cl ((3R,3aR,6R,6aR)-6-[5-(4-bromophenyl)-6-chloro-1-(2-trimethylsilylethoxymethyl)-imidazo[4,5-b]pyridin-2-yl]oxy-2,3,3a,5,6,6a-hexahydrofuro[3,2-b]furan-3-ol), C1(=CC=CC=C1)B(O)O (phenylboronic acid). The solvent is O1CCOCC1 (dioxane), O (water). Conditions: temperature 80 celsius. Yields the product ClC=1C=C2C(=NC1C1=CC=C(C=C1)C1=CC=CC=C1)N=C(N2COCC[Si](C)(C)C)O[C@@H]2CO[C@H]1[C@@H]2OC[C@H]1O ((3R,3aR,6R,6aR)-6-[6-chloro-5-(4-phenylphenyl)-1-(2-trimethylsilylethoxymethyl)-imidazo[4,5-b]pyridin-2-yl]oxy-2,3,3a,5,6,6a-hexahydrofuro[3,2-b]furan-3-ol). Reaction SMILES: [Li+].[OH-].Br[C:4]1[CH:9]=[CH:8][C:7]([C:10]2[N:15]=[C:14]3[N:16]=[C:17]([O:27][C@H:28]4[C@H:32]5[O:33][CH2:34][C@@H:35]([OH:36])[C@H:31]5[O:30][CH2:29]4)[N:18]([CH2:19][O:20][CH2:21][CH2:22][Si:23]([CH3:26])([CH3:25])[CH3:24])[C:13]3=[CH:12][C:11]=2[Cl:37])=[CH:6][CH:5]=1.[C:38]1(B(O)O)[CH:43]=[CH:42][CH:41]=[CH:40][CH:39]=1>O1CCOCC1.O>[Cl:37][C:11]1[CH:12]=[C:13]2[N:18]([CH2:19][O:20][CH2:21][CH2:22][Si:23]([CH3:26])([CH3:25])[CH3:24])[C:17]([O:27][C@H:28]3[C@H:32]4[O:33][CH2:34][C@@H:35]([OH:36])[C@H:31]4[O:30][CH2:29]3)=[N:16][C:14]2=[N:15][C:10]=1[C:7]1[CH:8]=[CH:9][C:4]([C:38]2[CH:43]=[CH:42][CH:41]=[CH:40][CH:39]=2)=[CH:5][CH:6]=1 |f:0.1|. Reported procedure: LiOH (1.3 ml, 3.90 mmol) and 1,1′-bis(diphenylphosphino)ferrocene-palladium(II)dichloride dichloromethane complex (107.7 mg, 0.132 mmol) were added to a stirred solution of (3R,3aR,6R,6aR)-6-[5-(4-bromophenyl)-6-chloro-1-(2-trimethylsilylethoxymethyl)-imidazo[4,5-b]pyridin-2-yl]oxy-2,3,3a,5,6,6a-hexahydrofuro[3,2-b]furan-3-ol (776.2 mg, 1.332 mmol) and phenylboronic acid (201.9 mg, 1.656 mmol) in dioxane (10.5 ml) and water (1.3 ml). The reaction mixture was degassed (3×) and placed under nitrog... Reactants: C12CNCC(CNC1)C2 (3,7-Diazabicyclo[3.3.1]nonane), CC(C)(C)[O-].[Na+] (NaOt-Bu), BrC=1C=NC=CC1 (3-bromopyridine), C=1C=CC(=CC1)P(C=2C=CC=CC2)C3=CC=C4C=CC=CC4=C3C5=C6C=CC=CC6=CC=C5P(C=7C=CC=CC7)C=8C=CC=CC8 (BINAP). Reagents/catalysts: C=1C=CC(=CC1)/C=C/C(=O)/C=C/C2=CC=CC=C2.C=1C=CC(=CC1)/C=C/C(=O)/C=C/C2=CC=CC=C2.C=1C=CC(=CC1)/C=C/C(=O)/C=C/C2=CC=CC=C2.[Pd].[Pd] (Pd2(dba)3). Product: N1=CC(=CC=C1)N1CC2CNCC(C1)C2 (3-(3-pyridinyl)-3,7-diazabicyclo[3.3.1]nonane). The yield is 25.0%. Reaction SMILES: [CH:1]12[CH2:9][CH:5]([CH2:6][NH:7][CH2:8]1)[CH2:4][NH:3][CH2:2]2.Br[C:11]1[CH:12]=[N:13][CH:14]=[CH:15][CH:16]=1.C1C=CC(P(C2C(C3C(P(C4C=CC=CC=4)C4C=CC=CC=4)=CC=C4C=3C=CC=C4)=C3C(C=CC=C3)=CC=2)C2C=CC=CC=2)=CC=1.CC([O-])(C)C.[Na+]>C1C=CC(/C=C/C(/C=C/C2C=CC=CC=2)=O)=CC=1.C1C=CC(/C=C/C(/C=C/C2C=CC=CC=2)=O)=CC=1.C1C=CC(/C=C/C(/C=C/C2C=CC=CC=2)=O)=CC=1.[Pd].[Pd]>[N:13]1[CH:14]=[CH:15][CH:16]=[C:11]([N:3]2[CH2:4][CH:5]3[CH2:9][CH:1]([CH2:8][NH:7][CH2:6]3)[CH2:2]2)[CH:12]=1 |f:3.4,5.6.7.8.9|. Reported procedure: 3,7-Diazabicyclo[3.3.1]nonane, prepared as described in (Garrison, G. L. et. al., J. Org. Chem. 58, 27, (1993) 7670), and 3-bromopyridine were processed as described in Example 1A. The proportions of reagents were changed from Example 1A to the following: Pd2(dba)3 (0.02 eq), BINAP (0.05 eq), and NaOt-Bu (1.7 eq). The title compound was obtained in 25% yield after purification by flash chromatography (silica gel; CHCl3:MeOH:NH4OH; 90:5:1). MS (DCI/NH3) m/z 204 (M+H)+. Starting materials: N([C@@H](COC(C)(C)C)C(=O)N[C@@H](CC(OC(C)(C)C)=O)C(=O)N[C@@H](C)C(=O)N[C@@H](C)C(=O)N[C@@H](C(C)C)C(=O)N[C@@H](CC(OC(C)(C)C)=O)C(=O)OC1=CC=CC=C1)C(=O)C (Ac-Ser(tBu)-Asp(OtBu)-Ala-Ala-Val-Asp(OtBu)-OPh), OO (H2O2), OS(=O)(=O)O (H2SO4), [OH-].[Na+] (NaOH). Solvent: O (water). Run at temperature 25 celsius, time 2 hour. Product: N([C@@H](COC(C)(C)C)C(=O)N[C@@H](CC(OC(C)(C)C)=O)C(=O)N[C@@H](C)C(=O)N[C@@H](C)C(=O)N[C@@H](C(C)C)C(=O)N[C@@H](CC(OC(C)(C)C)=O)C(=O)O)C(=O)C (Ac-Ser(tBu)-Asp(OtBu)-Ala-Ala-Val-Asp(OtBu)-OH). As a reaction SMILES: [NH:1]([C:59]([CH3:61])=[O:60])[C@H:2]([C:9]([NH:11][C@H:12]([C:21]([NH:23][C@H:24]([C:26]([NH:28][C@H:29]([C:31]([NH:33][C@H:34]([C:38]([NH:40][C@H:41]([C:50]([O:52]C1C=CC=CC=1)=[O:51])[CH2:42][C:43](=[O:49])[O:44][C:45]([CH3:48])([CH3:47])[CH3:46])=[O:39])[CH:35]([CH3:37])[CH3:36])=[O:32])[CH3:30])=[O:27])[CH3:25])=[O:22])[CH2:13][C:14](=[O:20])[O:15][C:16]([CH3:19])([CH3:18])[CH3:17])=[O:10])[CH2:3][O:4][C:5]([CH3:8])([CH3:7])[CH3:6].OO.[OH-].[Na+].OS(O)(=O)=O>O>[NH:1]([C:59]([CH3:61])=[O:60])[C@H:2]([C:9]([NH:11][C@H:12]([C:21]([NH:23][C@H:24]([C:26]([NH:28][C@H:29]([C:31]([NH:33][C@H:34]([C:38]([NH:40][C@H:41]([C:50]([OH:52])=[O:51])[CH2:42][C:43](=[O:49])[O:44][C:45]([CH3:48])([CH3:47])[CH3:46])=[O:39])[CH:35]([CH3:37])[CH3:36])=[O:32])[CH3:30])=[O:27])[CH3:25])=[O:22])[CH2:13][C:14](=[O:20])[O:15][C:16]([CH3:17])([CH3:18])[CH3:19])=[O:10])[CH2:3][O:4][C:5]([CH3:8])([CH3:7])[CH3:6] |f:2.3|. Reported procedure: Ac-Ser(tBu)-Asp(OtBu)-Ala-Ala-Val-Asp(OtBu)-OPh (30.2 g, 35 mmol) was dissolved in 180 ml TFE and 20 ml water and 30% H2O2 (3.9 ml, 38 mmol) was added. The reaction mixture was adjusted to pH 10.5 with 4N NaOH and stirred for 2 h at 25° C. The resulting dark brown solution was poured into 2.1 l 0.05N H2SO4 and the resulting precipitate was filtered off, washed with water and crystallized from ethanol. The reactants are CC=C(C)C, CC(C)(C)O, CCOC(C)=O, [O-][Cl+][O-], Cc1cc(C)c(CC=O)c(OC(F)F)c1, [Na+], [Na+], O, O=P([O-])(O)O. Product: Cc1cc(C)c(CC(=O)O)c(OC(F)F)c1. Reaction SMILES: [CH3:16][C:17](=[CH:18][CH3:19])[CH3:20].[CH3:31][C:32]([OH:33])([CH3:34])[CH3:35].[CH3:37][CH2:38][O:39][C:40](=[O:41])[CH3:42].[Cl+:27]([O-:28])[O-:29].[F:1][CH:2]([O:3][c:4]1[c:5]([CH2:12][CH:13]=[O:14])[c:6]([CH3:11])[cH:7][c:8]([CH3:10])[cH:9]1)[F:15].[Na+:26].[Na+:30].[OH2:36].[P:21](=[O:22])([O-:23])([OH:24])[OH:25]>>[F:1][CH:2]([O:3][c:4]1[c:5]([CH2:12][C:13](=[O:14])[OH:22])[c:6]([CH3:11])[cH:7][c:8]([CH3:10])[cH:9]1)[F:15]. Starting materials: O=C(OC(Cl)(Cl)Cl)Cl (diphosgene), Cl (hydrogen chloride), COC(C(CC1=CC=CC=C1)N=[N+]=[N-])=O (2-azido-3-phenylpropionic acid methyl ester). The reagents and catalysts are [Re](=O)(=O)(=O)[O-].[Na+] (sodium perrhenate). Run in C(C)(=O)OC (methyl acetate), C(C)(=O)OCC (ethyl acetate). The product is COC(C(=CC1=CC=CC=C1)N=C=O)=O (2-isocyanato-3-phenylpropenoic acid methyl ester). RXN SMILES: [O:1]=[C:2](Cl)OC(Cl)(Cl)Cl.Cl.[CH3:10][O:11][C:12](=[O:24])[CH:13]([N:21]=[N+]=[N-])[CH2:14][C:15]1[CH:20]=[CH:19][CH:18]=[CH:17][CH:16]=1>C(OCC)(=O)C.C(OC)(=O)C.[Re]([O-])(=O)(=O)=O.[Na+]>[CH3:10][O:11][C:12](=[O:24])[C:13]([N:21]=[C:2]=[O:1])=[CH:14][C:15]1[CH:20]=[CH:19][CH:18]=[CH:17][CH:16]=1 |f:5.6|. Reported procedure: 27.3 mg (0.1 mmole) of sodium perrhenate and 1.04 grams (5.25 mmoles) of diphosgene were present at 80° C. in 1 ml of ethyl acetate saturated with hydrogen chloride. Then there were added within 20 minutes with vigorous stirring 2.05 grams (10 mmoles) of 2-azido-3-phenylpropionic acid methyl ester dissolved in 5 ml of methyl acetate. After reaction for 1 hour at 80° C., the mixture was worked up analogous to Example 1. The crude produce was distilled in a high vacuum (0.0013 mbar) at 90° to 110°...